Dataset: the Open Reaction Database (ORD), a public repository of structured organic reaction records. Task: describe an organic reaction: reactants, conditions, products, and yield The reactants are ( a ), OC1CCN(CC1)CCCOC1=C(C=CC=C1)[N+](=O)[O-] (4-hydroxy-1-[3-(2-nitrophenoxy)propyl]piperidine), S1C(=CC=C1)C(C=1SC=CC1)Cl (di(2-thienyl)methyl chloride), OC1CCN(CC1)CCCOC1=C(C=CC=C1)[N+](=O)[O-] (4-hydroxy-1-[3-(2-nitrophenoxy)propyl]piperidine). Yields the product S1C(=CC=C1)C(OC1CCN(CC1)CCCOC1=C(C=CC=C1)[N+](=O)[O-])C=1SC=CC1 (4-di(2-thienyl)methoxy-1-[3-(2-nitrophenoxy)propyl]piperidine). RXN SMILES: [S:1]1[CH:5]=[CH:4][CH:3]=[C:2]1[CH:6](Cl)[C:7]1[S:8][CH:9]=[CH:10][CH:11]=1.[OH:13][CH:14]1[CH2:19][CH2:18][N:17]([CH2:20][CH2:21][CH2:22][O:23][C:24]2[CH:29]=[CH:28][CH:27]=[CH:26][C:25]=2[N+:30]([O-:32])=[O:31])[CH2:16][CH2:15]1>>[S:1]1[CH:5]=[CH:4][CH:3]=[C:2]1[CH:6]([C:7]1[S:8][CH:9]=[CH:10][CH:11]=1)[O:13][CH:14]1[CH2:15][CH2:16][N:17]([CH2:20][CH2:21][CH2:22][O:23][C:24]2[CH:29]=[CH:28][CH:27]=[CH:26][C:25]=2[N+:30]([O-:32])=[O:31])[CH2:18][CH2:19]1. Reported procedure: The procedure of Example 36 (a) was repeated except for using di(2-thienyl)methyl chloride and 4-hydroxy-1-[3-(2-nitrophenoxy)propyl]piperidine instead of phenyl-2-thienylmethyl chloride and 4-hydroxy-1-[3-(2-nitrophenoxy)propyl]piperidine to give oily 4-di(2-thienyl)methoxy-1-[3-(2-nitrophenoxy)propyl]piperidine. Reactants: N(=O)[O-].[Na+] (sodium nitrite), NC=1C=C(C=CC1O)C(C(=O)OC)C1CCCC1 (Methyl 2-(3-amino-4-hydroxy-phenyl)-2-cyclopentyl-acetate), Cl (HCl), N#N (N2). Solvent: O (H2O), C(C)O (ethanol), O (H2O). The product is N(=[N+]=[N-])C=1C=C(C=CC1O)C(C(=O)OC)C1CCCC1 (Methyl 2-(3-azido-4-hydroxy-phenyl)-2-cyclopentyl-acetate). As a reaction SMILES: [NH2:1][C:2]1[CH:3]=[C:4]([CH:9]([CH:14]2[CH2:18][CH2:17][CH2:16][CH2:15]2)[C:10]([O:12][CH3:13])=[O:11])[CH:5]=[CH:6][C:7]=1[OH:8].Cl.N([O-])=O.[Na+].[N:24]#[N:25]>O.C(O)C>[N:1]([C:2]1[CH:3]=[C:4]([CH:9]([CH:14]2[CH2:18][CH2:17][CH2:16][CH2:15]2)[C:10]([O:12][CH3:13])=[O:11])[CH:5]=[CH:6][C:7]=1[OH:8])=[N+:24]=[N-:25] |f:2.3|. Procedure: 5.0 g (20 mmol) of the crude product from Example XII are dissolved in 20 ml of H2O, 10 ml of ethanol and 20 ml of conc. HCl and the solution is diazotised at 0° C. with 1.8 g (26 mmol) of sodium nitrite in 10 ml of H2O. After evolution of N2 has ended, the mixture is extracted three times with 100 ml of CH2Cl2, the organic phases are concentrated and the residue is chromatographed on silica gel 60 (CH2Cl2 /MeOH=100:2). Reactants: C(C=C)N1CC2=C(C(C1)O)SC=C2 (5-allyl-4,5,6,7-tetrahydrothieno[3,2-c]pyridin-7-ol), ClC1=C(C=CC=C1Cl)F (2,3-dichloro-1-fluorobenzene). The product is Cl.C(C=C)N1CC2=C(C(C1)OC1=C(C(=CC=C1)Cl)Cl)SC=C2 (5-Allyl-7-(2,3-dichlorophenyloxy)-4,5,6,7-tetrahydrothieno[3,2-c]pyridine hydrochloride). As a reaction SMILES: [CH2:1]([N:4]1[CH2:9][CH:8]([OH:10])[C:7]2[S:11][CH:12]=[CH:13][C:6]=2[CH2:5]1)[CH:2]=[CH2:3].[Cl:14][C:15]1[C:20]([Cl:21])=[CH:19][CH:18]=[CH:17][C:16]=1F>>[ClH:14].[CH2:1]([N:4]1[CH2:9][CH:8]([O:10][C:19]2[CH:18]=[CH:17][CH:16]=[C:15]([Cl:14])[C:20]=2[Cl:21])[C:7]2[S:11][CH:12]=[CH:13][C:6]=2[CH2:5]1)[CH:2]=[CH2:3] |f:2.3|. Reported procedure: The same method as in Example 3 was conducted using 5-allyl-4,5,6,7-tetrahydrothieno[3,2-c]pyridin-7-ol (Reference Example 16) instead of 6-methyl-4,5,6,7-tetrahydrothieno[2,3-c]pyridin-4-ol (Reference Example 6) and was conducted using 2,3-dichloro-1-fluorobenzene instead of 1,3-difluorobenzene to give the objective compound. The reactants are compound ( 17B ), NC1=C2N(C(C(=C1NC1=C(C=C(C=C1)I)F)C)=O)CCO2 (8-Amino-7-(2-fluoro-4-iodo-phenylamino)-6-methyl-2,3-dihydro-oxazolo[3,2-a]pyridin-5-one), O1CC(C1)CCS(=O)(=O)Cl (2-(oxetan-3-yl)ethanesulfonyl chloride). The solvent is N1=CC=CC=C1 (pyridine). The product is FC1=C(C=CC(=C1)I)NC=1C(=C2N(C(C1C)=O)CCO2)NS(=O)(=O)CCC2COC2 (N-(7-(2-fluoro-4-iodophenylamino)-6-methyl-5-oxo-3,5-dihydro-2H-oxazolo[3,2-a]pyridin-8-yl)-2-(oxetan-3-yl)ethanesulfonamide), hydrolyzed by-product. The yield is 5.4%. As a reaction SMILES: [NH2:1][C:2]1[C:7]([NH:8][C:9]2[CH:14]=[CH:13][C:12]([I:15])=[CH:11][C:10]=2[F:16])=[C:6]([CH3:17])[C:5](=[O:18])[N:4]2[CH2:19][CH2:20][O:21][C:3]=12.[O:22]1[CH2:25][CH:24]([CH2:26][CH2:27][S:28](Cl)(=[O:30])=[O:29])[CH2:23]1>N1C=CC=CC=1>[F:16][C:10]1[CH:11]=[C:12]([I:15])[CH:13]=[CH:14][C:9]=1[NH:8][C:7]1[C:2]([NH:1][S:28]([CH2:27][CH2:26][CH:24]2[CH2:25][O:22][CH2:23]2)(=[O:30])=[O:29])=[C:3]2[O:21][CH2:20][CH2:19][N:4]2[C:5](=[O:18])[C:6]=1[CH3:17]. Reported procedure: Using the same reaction conditions and procedure as described for the preparation of Example 7A, 8-Amino-7-(2-fluoro-4-iodo-phenylamino)-6-methyl-2,3-dihydro-oxazolo[3,2-a]pyridin-5-one (I-7f: 0.2 g, 0.673 mmol) was reacted with 2-(oxetan-3-yl)ethanesulfonyl chloride (0.18 g, 1.009 mmol) in dry pyridine (3 mL) to afford the crude product. Purification by preparative HPLC, followed by flash column chromatography (3% methanol in chloroform) afforded 20 mg of the compound (17A) (9% yield) and 3 mg ... Reactants: CN(CCC1=CC=C(C=C1)[N+](=O)[O-])C1CC2=CC=C(C=C2C1)[N+](=O)[O-] (2-[N-methyl-N-(4-nitrophenethyl)amino]-5-nitroindane). The reagents and catalysts are [Pd] (Pd/C). Solvent: C(C)(=O)OCC.CO (ethyl acetate methanol). Reaction conditions: time 4 hour. The product is NC=1C=C2CC(CC2=CC1)N(C)CCC1=CC=C(C=C1)N (5-Amino-2-[N-(4-aminophenethyl)-N-methylamino]indane). RXN SMILES: [CH3:1][N:2]([CH:14]1[CH2:22][C:21]2[C:16](=[CH:17][CH:18]=[C:19]([N+:23]([O-])=O)[CH:20]=2)[CH2:15]1)[CH2:3][CH2:4][C:5]1[CH:10]=[CH:9][C:8]([N+:11]([O-])=O)=[CH:7][CH:6]=1>C(OCC)(=O)C.CO.[Pd]>[NH2:23][C:19]1[CH:20]=[C:21]2[C:16](=[CH:17][CH:18]=1)[CH2:15][CH:14]([N:2]([CH2:3][CH2:4][C:5]1[CH:6]=[CH:7][C:8]([NH2:11])=[CH:9][CH:10]=1)[CH3:1])[CH2:22]2 |f:1.2|. Procedure: A solution of 2-[N-methyl-N-(4-nitrophenethyl)amino]-5-nitroindane (0.5 g) in ethyl acetate/methanol (40 ml/10 ml) containing 5% Pd/C (0.05 g) was stirred under a hydrogen atmosphere [206.8 kPa (30 psi)] for 4 hours at room temperature. The catalyst was then removed by filtration and the filtrate evaporated in vacuo to give a gum which was triturated with ether. The ether was decanted and evaporated to dryness in vacuo to give the title compound, yield 0.33 g. A small sample was taken and recrys... The reactants are N(=O)[O-].[Na+] (sodium nitrite), C([S-])(OCC)=S.[K+] (potassium O-ethyl dithiocarbonate), FC1=C(N)C=C(C=C1)C(F)(F)F (2-Fluoro-5-trifluoromethylaniline). The solvent is O (water), O (water), O (water), Cl (hydrochloric acid). Conditions: temperature -59 celsius, time 2 hour. Yields the product C(C)OC(=S)SC=1C=C(C=CC1F)C(F)(F)F (3-ethoxythiocarbonylthio-4-fluorobenzotrifluoride). The yield is 99.0%. As a reaction SMILES: [F:1][C:2]1[CH:8]=[CH:7][C:6]([C:9]([F:12])([F:11])[F:10])=[CH:5][C:3]=1N.N([O-])=O.[Na+].[C:17](=[S:22])([O:19][CH2:20][CH3:21])[S-:18].[K+]>O.Cl>[CH2:20]([O:19][C:17]([S:22][C:3]1[CH:5]=[C:6]([C:9]([F:12])([F:11])[F:10])[CH:7]=[CH:8][C:2]=1[F:1])=[S:18])[CH3:21] |f:1.2,3.4|. Procedure details: 2-Fluoro-5-trifluoromethylaniline (14 g) was suspended in 30 ml of water and 10 ml of concentrated hydrochloric acid. The suspension was cooled to −5° C. while a solution of 5.93 g of sodium nitrite in 30 ml of water was added dropwise, followed by stirring at −59° C. for 2 hours. Then the solution was added to a solution of 16 g of potassium O-ethyl dithiocarbonate in 20 ml of water (40 to 50° C.), followed by stirring for 1 hour. The reaction mixture was extracted with an aqueous solution of e...